Task: describe an organic reaction: reactants, conditions, products, and yield. Dataset: the Open Reaction Database (ORD), a public repository of structured organic reaction records Starting materials: CN(C)C(=O)Cl, CCOC(C)=O, COc1ccc(-c2nc(O)nn2-c2ccc(OC)cc2)cc1, ClCCl, O, c1ccncc1. Yields the product COc1ccc(-c2nc(OC(=O)N(C)C)nn2-c2ccc(OC)cc2)cc1. Reaction SMILES: [CH3:1][N:2]([C:3](=[O:4])[Cl:5])[CH3:6].[CH3:39][CH2:40][O:41][C:42](=[O:43])[CH3:44].[CH3:7][O:8][c:9]1[cH:10][cH:11][c:12](-[n:15]2[n:16][c:17]([OH:28])[n:18][c:19]2-[c:20]2[cH:21][cH:22][c:23]([O:26][CH3:27])[cH:24][cH:25]2)[cH:13][cH:14]1.[Cl:36][CH2:37][Cl:38].[OH2:35].[cH:29]1[cH:30][cH:31][n:32][cH:33][cH:34]1>>[CH3:1][N:2]([C:3](=[O:4])[O:28][c:17]1[n:16][n:15](-[c:12]2[cH:11][cH:10][c:9]([O:8][CH3:7])[cH:14][cH:13]2)[c:19](-[c:20]2[cH:21][cH:22][c:23]([O:26][CH3:27])[cH:24][cH:25]2)[n:18]1)[CH3:6].